From a dataset of the Open Reaction Database (ORD), a public repository of structured organic reaction records. describe an organic reaction: reactants, conditions, products, and yield The reactants are [Al+3], C=CCC[Si](C(=O)CC(C)C)(c1ccccc1)c1ccccc1, CCOCC, [H-], [H-], [H-], [H-], [Li+]. The product is C=CCC[Si](c1ccccc1)(c1ccccc1)C(O)CC(C)C. Reaction SMILES: [Al+3:25].[CH2:1]([CH2:2][CH:3]=[CH2:4])[Si:5]([C:6]([CH2:7][CH:8]([CH3:9])[CH3:10])=[O:11])([c:12]1[cH:13][cH:14][cH:15][cH:16][cH:17]1)[c:18]1[cH:19][cH:20][cH:21][cH:22][cH:23]1.[CH2:30]([O:31][CH2:32][CH3:33])[CH3:34].[H-:24].[H-:27].[H-:28].[H-:29].[Li+:26]>>[CH2:1]([CH2:2][CH:3]=[CH2:4])[Si:5]([CH:6]([CH2:7][CH:8]([CH3:9])[CH3:10])[OH:11])([c:12]1[cH:13][cH:14][cH:15][cH:16][cH:17]1)[c:18]1[cH:19][cH:20][cH:21][cH:22][cH:23]1. The reactants are O1CCC(CC1)C(=O)O (4-Tetrahydropyran-carboxylic acid), C(C)(CC)C1=NOC(=C1)NC(=O)N1CCNCCC1 ([1,4]Diazepane-1-carboxylic acid (3-sec-butyl-isoxazol-5-yl)-amide), C=1C=CC2=C(C1)N=NN2O (HOBt), C(CCl)Cl (EDC). Reagents/catalysts: CN(C)C=1C=CN=CC1 (DMAP). The solvent is CN(C)C=O (DMF), O (Water). Conditions: time 8 hour. The product is C(C)(CC)C1=NOC(=C1)NC(=O)N1CCN(CCC1)C(=O)C1CCOCC1 (4-(Tetrahydro-pyran-4-carbonyl)-[1,4]diazepane-1-carboxylic acid (3-sec-butyl-isoxazol-5-yl)-amide). Isolated yield 36.0%. As a reaction SMILES: [O:1]1[CH2:6][CH2:5][CH:4]([C:7]([OH:9])=O)[CH2:3][CH2:2]1.C1C=CC2N(O)N=NC=2C=1.C(Cl)CCl.[CH:24]([C:28]1[CH:32]=[C:31]([NH:33][C:34]([N:36]2[CH2:42][CH2:41][CH2:40][NH:39][CH2:38][CH2:37]2)=[O:35])[O:30][N:29]=1)([CH2:26][CH3:27])[CH3:25]>CN(C=O)C.CN(C1C=CN=CC=1)C.O>[CH:24]([C:28]1[CH:32]=[C:31]([NH:33][C:34]([N:36]2[CH2:42][CH2:41][CH2:40][N:39]([C:7]([CH:4]3[CH2:3][CH2:2][O:1][CH2:6][CH2:5]3)=[O:9])[CH2:38][CH2:37]2)=[O:35])[O:30][N:29]=1)([CH2:26][CH3:27])[CH3:25]. Procedure details: 4-Tetrahydropyran-carboxylic acid (66 mg; 0.50 mmol; 1.1 equiv.), HOBt (81 mg; 0.6 mmol; 1.4 equiv.) and EDC (115 mg; 0.6 mmol; 1.4 equiv.) were combined in 2 mL anhydrous DMF. After 15 minutes [1,4]Diazepane-1-carboxylic acid (3-sec-butyl-isoxazol-5-yl)-amide from above (117 mg; 0.44 mmol; 1.0 equiv.) was added, followed by 2 mg of DMAP (catalytic). The mixture was left stirring overnight. Water was added to the reaction mixture and it was extracted with EtOAc. The organic layer was washed with... Reaction SMILES: [CH3:1][C@:2]1([C:7](=[O:8])[NH:6][CH2:5][CH2:4]1)[NH2:3].OC(CCC(O)=O)=O>>[CH3:1][C@:2]1([C:7](=[O:8])[NH:6][CH2:5][CH2:4]1)[NH2:3]. Run in CC(C)O (IPA). Yields the product C[C@]1(N)CCNC1=O. Reagents/catalysts: c1ccc(cc1)-c2c3ccccc3cc4ccccc24 (9-Phenylanthracene). Conditions: temperature 80 celsius, time 18 hour. Starting materials: C(=O)(O)CCC(O)=O, C1C[C@](C(N1)=O)(C)N. Reactants: BrC=1N=C(C(=NC1)N)C=1N(C2=C(C=NC=C2)N1)CC (5-bromo-3-(1-ethyl-1H-imidazo[4,5-c]pyridin-2-yl)pyrazin-2-amine), C(=O)(O)CCC1=CC=C(C=C1)B(O)O (4-(2-carboxyethyl)benzeneboronic acid), C(=O)([O-])[O-].[K+].[K+] (K2CO3). The reagents and catalysts are Cl[Pd]([P](C1=CC=CC=C1)(C2=CC=CC=C2)C3=CC=CC=C3)([P](C4=CC=CC=C4)(C5=CC=CC=C5)C6=CC=CC=C6)Cl (Pd(PPh3)2Cl2). Solvent: CN(C=O)C (N,N-dimethylformamide). Conditions: temperature 200 celsius. Yields the product NC=1N=CC(=NC1C=1N(C2=C(C=NC=C2)N1)CC)C1=CC=C(C=C1)CCC(=O)O (3-{4-[5-amino-6-(1-ethyl-1-H-imidazo[4,5-c]pyridin-2-yl)pyrazin-2-yl]phenyl}propanoic Acid). Yield: 21.6%. RXN SMILES: Br[C:2]1[N:3]=[C:4]([C:9]2[N:10]([CH2:18][CH3:19])[C:11]3[CH:16]=[CH:15][N:14]=[CH:13][C:12]=3[N:17]=2)[C:5]([NH2:8])=[N:6][CH:7]=1.[C:20]([CH2:23][CH2:24][C:25]1[CH:30]=[CH:29][C:28](B(O)O)=[CH:27][CH:26]=1)([OH:22])=[O:21].C([O-])([O-])=O.[K+].[K+]>CN(C)C=O.Cl[Pd](Cl)([P](C1C=CC=CC=1)(C1C=CC=CC=1)C1C=CC=CC=1)[P](C1C=CC=CC=1)(C1C=CC=CC=1)C1C=CC=CC=1>[NH2:8][C:5]1[N:6]=[CH:7][C:2]([C:28]2[CH:29]=[CH:30][C:25]([CH2:24][CH2:23][C:20]([OH:22])=[O:21])=[CH:26][CH:27]=2)=[N:3][C:4]=1[C:9]1[N:10]([CH2:18][CH3:19])[C:11]2[CH:16]=[CH:15][N:14]=[CH:13][C:12]=2[N:17]=1 |f:2.3.4,^1:47,66|. Procedure details: 5-bromo-3-(1-ethyl-1H-imidazo[4,5-c]pyridin-2-yl)pyrazin-2-amine (0.032 g, 0.10 mmol) (made in example 2), 4-(2-carboxyethyl)benzeneboronic acid (0.039 g, 0.20 mmol), Pd(PPh3)2Cl2 (0.0035 g, 0.005 mmol) and K2CO3 (0.050 g, 0.36 mmol) were combined in 0.5 mL of N,N-dimethylformamide and heated to 200° C. in the SmithSynthesizer microwave for 8 minutes. The reaction mixture was concentrated in vacuo and the residue purified by HPLC to give 0.0084 g of the title compound. Product: O=[N+]([O-])N=C1N(C=COc2ccccc2)CCN1Cc1ccc(Cl)nc1. As a reaction SMILES: [C:28](=[O:29])([O-:30])[O-:31].[CH3:34][S:35]([CH3:36])=[O:37].[Cl:19][c:20]1[n:21][cH:22][c:23]([CH2:26][Cl:27])[cH:24][cH:25]1.[K+:32].[K+:33].[O:1]([c:2]1[cH:3][cH:4][cH:5][cH:6][cH:7]1)[CH:8]=[CH:9][N:10]1[C:11](=[N:15][N+:16](=[O:17])[O-:18])[NH:12][CH2:13][CH2:14]1.[OH2:38]>>[O:1]([c:2]1[cH:3][cH:4][cH:5][cH:6][cH:7]1)[CH:8]=[CH:9][N:10]1[C:11](=[N:15][N+:16](=[O:17])[O-:18])[N:12]([CH2:26][c:23]2[cH:22][n:21][c:20]([Cl:19])[cH:25][cH:24]2)[CH2:13][CH2:14]1. Reactants: O=C([O-])[O-], CS(C)=O, ClCc1ccc(Cl)nc1, [K+], [K+], O=[N+]([O-])N=C1NCCN1C=COc1ccccc1, O. The reactants are CO, O=C(O)C(F)(F)F, COC(=O)C1C(N=[N+]=[N-])C(=O)N1[Si](C)(C)C(C)(C)C, C1COCCO1. The product is COC(=O)C1C(N)C(=O)N1[Si](C)(C)C(C)(C)C. Reaction SMILES: [CH3:20][OH:21].[F:22][C:23]([F:24])([F:25])[C:26]([OH:27])=[O:28].[N:1](=[N+:2]=[N-:3])[CH:4]1[CH:5]([C:16](=[O:17])[O:18][CH3:19])[N:6]([Si:9]([CH3:10])([CH3:11])[C:12]([CH3:13])([CH3:14])[CH3:15])[C:7]1=[O:8].[O:29]1[CH2:30][CH2:31][O:32][CH2:33][CH2:34]1>>[NH2:1][CH:4]1[CH:5]([C:16](=[O:17])[O:18][CH3:19])[N:6]([Si:9]([CH3:10])([CH3:11])[C:12]([CH3:13])([CH3:14])[CH3:15])[C:7]1=[O:8].